Dataset: the Open Reaction Database (ORD), a public repository of structured organic reaction records. Task: describe an organic reaction: reactants, conditions, products, and yield Reactants: OC1=C(C=C(C(=O)O)C=C1)C (4-hydroxy-3-methyl-benzoic acid), C([O-])([O-])=O.[K+].[K+] (potassium carbonate), BrCC (bromoethane), CN(C=O)C (N,N-dimethylformamide). Solvent: O (water), CCOCC (ether). Conditions: temperature 45 celsius. Yields the product C(C)OC1=C(C=C(C(=O)OCC)C=C1)C (ethyl 4-ethoxy-3-methylbenzoate). As a reaction SMILES: [OH:1][C:2]1[CH:10]=[CH:9][C:5]([C:6]([OH:8])=O)=[CH:4][C:3]=1[CH3:11].[C:12](=O)([O-])[O-].[K+].[K+].Br[CH2:19][CH3:20].CN(C)[CH:23]=[O:24]>O.CCOCC>[CH2:19]([O:1][C:2]1[CH:10]=[CH:9][C:5]([C:6]([O:24][CH2:23][CH3:12])=[O:8])=[CH:4][C:3]=1[CH3:11])[CH3:20] |f:1.2.3|. Procedure: To a solution of 4-hydroxy-3-methyl-benzoic acid (1.00 g, 6.57 mmol) in N,N-dimethylformamide (10 mL) was added potassium carbonate (2.73 g, 19.7 mmol) and bromoethane (3.58 g, 2.44 mL, 32.9 mmol). The reaction mixture heated at 45° C. for 48 h in a sealed tube. The reaction mixture allowed to cool then diluted with water and ether. The ether layer was washed with 50% saturated NaHCO3 (50 mL) and brine (50 mL), dried over Na2SO4, and concentrated in vacuo to provide ethyl 4-ethoxy-3-methylbenzoa...